Dataset: the Open Reaction Database (ORD), a public repository of structured organic reaction records. Task: describe an organic reaction: reactants, conditions, products, and yield Starting materials: NC1=CC=CC=C1 (aniline), CN(CCCN)C (3-dimethylaminopropyl amine), C(C1=CC=CC=C1)(=O)N1N=CC2=C1N=CC=1C(=NC=3N(C12)N=CN3)OC3=CC=CC=C3 (8-Benzoyl-5-phenyloxy-8H-pyrazolo[4',3':5,6]pyrido-[3,4-e][1,2,4]triazolo[1,5-a]pyrimidine). Product: C1(=CC=CC=C1)NC1=NC=2N(C3=C1C=NC1=C3C=NN1CC)N=CN2 (N-phenyl-8-ethyl-8H-pyrazolo[4',3':5,6]pyrido[3,4-e][1,2,4]triazolo[1,5-a]-pyrimidin-5-amine). As a reaction SMILES: [NH2:1][C:2]1[CH:7]=[CH:6][CH:5]=[CH:4][CH:3]=1.CN(C)CCCN.[C:15]([N:23]1[C:27]2[N:28]=[CH:29][C:30]3[C:31](OC4C=CC=CC=4)=[N:32][C:33]4[N:34]([N:36]=[CH:37][N:38]=4)[C:35]=3[C:26]=2[CH:25]=[N:24]1)(=O)[C:16]1C=CC=CC=1>>[C:2]1([NH:1][C:31]2[C:30]3[CH:29]=[N:28][C:27]4[N:23]([CH2:15][CH3:16])[N:24]=[CH:25][C:26]=4[C:35]=3[N:34]3[N:36]=[CH:37][N:38]=[C:33]3[N:32]=2)[CH:7]=[CH:6][CH:5]=[CH:4][CH:3]=1. Procedure: By substituting aniline for the 3-dimethylaminopropyl amine in the procedure of Example 1 (c), N-phenyl-8-ethyl-8H-pyrazolo[4',3':5,6]pyrido[3,4-e][1,2,4]triazolo[1,5-a]-pyrimidin-5-amine is obtained.